From a dataset of the Open Reaction Database (ORD), a public repository of structured organic reaction records. describe an organic reaction: reactants, conditions, products, and yield Reactants: C(C)(C)(C)OC(NCC(=O)N1[C@@H](CN([C@H](C1)C)CC1=CC=C(C=C1)F)C)=O ({2-[4-(4-fluoro-benzyl)-(2R,5S)-2,5-dimethyl-piperazin-1-yl]-2-oxo-ethyl}-carbamic acid tert-butyl ester), FC(C(=O)O)(F)F (trifluoroacetic acid). The solvent is ClCCl (dichloromethane), ClCCl (dichloromethane). Conditions: time 2 hour. Yields the product NCC(=O)N1[C@@H](CN([C@H](C1)C)CC1=CC=C(C=C1)F)C (2-Amino-1-[4-(4-fluoro-benzyl)-(2R,5S)-2,5-dimethyl-piperazin-1-yl]-ethanone). The yield is 112.4%. As a reaction SMILES: C(OC(=O)[NH:7][CH2:8][C:9]([N:11]1[CH2:16][C@H:15]([CH3:17])[N:14]([CH2:18][C:19]2[CH:24]=[CH:23][C:22]([F:25])=[CH:21][CH:20]=2)[CH2:13][C@H:12]1[CH3:26])=[O:10])(C)(C)C.FC(F)(F)C(O)=O>ClCCl>[NH2:7][CH2:8][C:9]([N:11]1[CH2:16][C@H:15]([CH3:17])[N:14]([CH2:18][C:19]2[CH:20]=[CH:21][C:22]([F:25])=[CH:23][CH:24]=2)[CH2:13][C@H:12]1[CH3:26])=[O:10]. Reported procedure: To a solution of {2-[4-(4-fluoro-benzyl)-(2R,5S)-2,5-dimethyl-piperazin-1-yl]-2-oxo-ethyl}-carbamic acid tert-butyl ester (1.45 g, 3.28 mmol) in dichloromethane (38 mL) was added trifluoroacetic acid (20 mL). The reaction was stirred at ambient temperature for two hours. The reaction was diluted with dichloromethane and washed with 1N sodium hydroxide. The organic layer was separated, dried over magnesium sulfate, filtered and concentrated to the give the title compound (1.03 g). The reactants are CNc1ccc(Br)cc1, O=C=Nc1nc(OCC(F)(F)F)cc(OCC(F)(F)F)n1, C1COCCO1. Yields the product CN(C(=O)Nc1nc(OCC(F)(F)F)cc(OCC(F)(F)F)n1)c1ccc(Br)cc1. RXN SMILES: [Br:22][c:23]1[cH:24][cH:25][c:26]([NH:27][CH3:28])[cH:29][cH:30]1.[N:1](=[C:2]=[O:3])[c:4]1[n:5][c:6]([O:16][CH2:17][C:18]([F:19])([F:20])[F:21])[cH:7][c:8]([O:10][CH2:11][C:12]([F:13])([F:14])[F:15])[n:9]1.[O:31]1[CH2:32][CH2:33][O:34][CH2:35][CH2:36]1>>[NH:1]([C:2](=[O:3])[N:27]([c:26]1[cH:25][cH:24][c:23]([Br:22])[cH:30][cH:29]1)[CH3:28])[c:4]1[n:5][c:6]([O:16][CH2:17][C:18]([F:19])([F:20])[F:21])[cH:7][c:8]([O:10][CH2:11][C:12]([F:13])([F:14])[F:15])[n:9]1.